Dataset: the Open Reaction Database (ORD), a public repository of structured organic reaction records. Task: describe an organic reaction: reactants, conditions, products, and yield Reactants: C#CCBr, CCOCC, COC(=O)c1ccc2c(C3CCCCC3)c(-c3ccc(OC)cc3CO[Si](C(C)C)(C(C)C)C(C)C)[nH]c2c1, CN(C)C=O. The product is C#CCn1c(-c2ccc(OC)cc2CO[Si](C(C)C)(C(C)C)C(C)C)c(C2CCCCC2)c2ccc(C(=O)OC)cc21. RXN SMILES: [CH2:45]([C:46]#[CH:47])[Br:48].[CH3:49][CH2:50][O:51][CH2:52][CH3:53].[CH:1]1([c:7]2[c:8](-[c:20]3[c:21]([CH2:28][O:29][Si:30]([CH:31]([CH3:32])[CH3:33])([CH:34]([CH3:35])[CH3:36])[CH:37]([CH3:38])[CH3:39])[cH:22][c:23]([O:26][CH3:27])[cH:24][cH:25]3)[nH:9][c:10]3[cH:11][c:12]([C:16](=[O:17])[O:18][CH3:19])[cH:13][cH:14][c:15]23)[CH2:2][CH2:3][CH2:4][CH2:5][CH2:6]1.[O:40]=[CH:41][N:42]([CH3:43])[CH3:44]>>[CH:1]1([c:7]2[c:8](-[c:20]3[c:21]([CH2:28][O:29][Si:30]([CH:31]([CH3:32])[CH3:33])([CH:34]([CH3:35])[CH3:36])[CH:37]([CH3:38])[CH3:39])[cH:22][c:23]([O:26][CH3:27])[cH:24][cH:25]3)[n:9]([CH2:47][C:46]#[CH:45])[c:10]3[cH:11][c:12]([C:16](=[O:17])[O:18][CH3:19])[cH:13][cH:14][c:15]23)[CH2:2][CH2:3][CH2:4][CH2:5][CH2:6]1. The reactants are [B-]C#N.[Na+] (sodium cyanotrihydroborate), C(#C)C1=C(SC=C1)C(C1=CC=CC=C1)O (3-ethynyl-2-(α-hydroxybenzyl)thiophene), ClCCCl (1,2-dichloroethane). The reagents and catalysts are [I-].[Zn+2].[I-] (zinc iodide). Run in C(C)OCC (diethyl ether). Reaction conditions: time 8 hour. Product: C(C1=CC=CC=C1)C=1SC=CC1C#C (2-Benzyl-3-ethynylthiophene). Isolated yield 57.0%. RXN SMILES: [B-]C#N.[Na+].[C:5]([C:7]1[CH:11]=[CH:10][S:9][C:8]=1[CH:12](O)[C:13]1[CH:18]=[CH:17][CH:16]=[CH:15][CH:14]=1)#[CH:6].ClCCCl>[I-].[Zn+2].[I-].C(OCC)C>[CH2:12]([C:8]1[S:9][CH:10]=[CH:11][C:7]=1[C:5]#[CH:6])[C:13]1[CH:14]=[CH:15][CH:16]=[CH:17][CH:18]=1 |f:0.1,4.5.6|. Procedure: 201 mg of sodium cyanotrihydroborate was added to a mixture of 85.7 mg of 3-ethynyl-2-(α-hydroxybenzyl)thiophene, 192 mg of zinc iodide and 1.5 ml of 1,2-dichloroethane at room temperature, followed by stirring at the same temperature overnight. 5 ml of diethyl ether was added to the reaction solution, followed by filtering through Celite. After the solvent was removed, the residue was subjected to silica gel column chromatography using 2% ethyl acetate/hexane, to give 45.2 mg of the target comp...